This data is from the Open Reaction Database (ORD), a public repository of structured organic reaction records. The task is: describe an organic reaction: reactants, conditions, products, and yield The reactants are NC1=CC(CC(C1)(C)C)=O (1-amino- 5,5-dimethylcyclohexen-3-one), C(C(=C)C)(=O)O (methacrylic acid). Yields the product CC1C(NC=2CC(CC(C2C1)=O)(C)C)=O (3-Methyl-7,7-dimethyl-3,4,7,8-tetrahydro-2,5(1H,6H)-quinolinedione). RXN SMILES: [NH2:1][C:2]1[CH2:7][C:6]([CH3:9])([CH3:8])[CH2:5][C:4](=[O:10])[CH:3]=1.[C:11](O)(=[O:15])[C:12]([CH3:14])=[CH2:13]>>[CH3:13][CH:12]1[CH2:14][C:3]2[C:4](=[O:10])[CH2:5][C:6]([CH3:9])([CH3:8])[CH2:7][C:2]=2[NH:1][C:11]1=[O:15]. Procedure: Prepared analogously to Example G from 1-amino- 5,5-dimethylcyclohexen-3-one and methacrylic acid in an autoclave at 180° C. over a period of one hour. Reactants: C(C)(C)(C)OC(C=[N+]=[N-])=O (tert-butyl-diazoacetate), [Sn](Cl)Cl (tin(II) chloride), COC(CC1=CC(=C(C=C1)C=O)Cl)=O ((3-Chloro-4-formyl-phenyl)-acetic acid methyl ester). The solvent is C(Cl)Cl (DCM), C(Cl)Cl (DCM), [Cl-].[Na+].O (brine). Conditions: time 6 hour. The product is C(C)(C)(C)OC(CC(=O)C1=C(C=C(C=C1)CC(=O)OC)Cl)=O (3-(2-Chloro-4-methoxycarbonylmethyl-phenyl)-3-oxo-propionic acid tert-butyl ester). As a reaction SMILES: [C:1]([O:5][C:6](=[O:10])[CH:7]=[N+]=[N-])([CH3:4])([CH3:3])[CH3:2].[Sn](Cl)Cl.[CH3:14][O:15][C:16](=[O:27])[CH2:17][C:18]1[CH:23]=[CH:22][C:21]([CH:24]=[O:25])=[C:20]([Cl:26])[CH:19]=1>C(Cl)Cl.[Cl-].[Na+].O>[C:1]([O:5][C:6](=[O:10])[CH2:7][C:24]([C:21]1[CH:22]=[CH:23][C:18]([CH2:17][C:16]([O:15][CH3:14])=[O:27])=[CH:19][C:20]=1[Cl:26])=[O:25])([CH3:4])([CH3:3])[CH3:2] |f:4.5.6|. Procedure details: A flame-dried flask is charged with tert-butyl-diazoacetate (0.62 mL, 4.48 mmol) and anhydrous tin(II) chloride (168 mg, 0.88 mmol) in dry DCM (10 mL). (3-Chloro-4-formyl-phenyl)-acetic acid methyl ester 14 (500 mg, 2.35 mmol) is dissolved in DCM (5 mL) and added dropwise to the reaction mixture. After stirring for 6 h at room temperature the reaction mixture is poured into brine (50 mL) and extracted with ether (3×50 mL). The combined organic layers are dried (MgSO4), filtered, concentrated and... Reactants: BrC1=CC(=C(C=C1)[N+](=O)[O-])OC (4-Bromo-2-methoxy-1-nitro-benzene), C(CCC)[Sn](C=C)(CCCC)CCCC (tributyl-vinyl-stannane). Reagents/catalysts: C1(=CC=CC=C1)P(C1=CC=CC=C1)C1=CC=CC=C1 (triphenylphospine). Run in C1(=CC=CC=C1)C (toluene). Reaction conditions: time 5 hour. Product: COC1=C(C=CC(=C1)C=C)[N+](=O)[O-] (2-Methoxy-1-nitro-4-vinyl-benzene). Yield: 355.5%. Reaction SMILES: Br[C:2]1[CH:7]=[CH:6][C:5]([N+:8]([O-:10])=[O:9])=[C:4]([O:11][CH3:12])[CH:3]=1.[CH2:13]([Sn](CCCC)(CCCC)C=C)[CH2:14]CC>C1(C)C=CC=CC=1.C1(P(C2C=CC=CC=2)C2C=CC=CC=2)C=CC=CC=1>[CH3:12][O:11][C:4]1[CH:3]=[C:2]([CH:13]=[CH2:14])[CH:7]=[CH:6][C:5]=1[N+:8]([O-:10])=[O:9]. Procedure details: 4-Bromo-2-methoxy-1-nitro-benzene (691 mg, 3.14 mmol), tributyl-vinyl-stannane (1.2 g, 3.77 mmol), triphenylphospine (49 mg, 0.19 mmol) and tetrakistriphenylphosphinpalladium(0) (73 mg, 0.06 mmol) were dissolved in toluene (25 ml) and stirred for 5 hours at reflux. The reaction mixture was concentrated in vacuo. The residue was partitioned between water (25 ml) and diethyl ether (50 ml). The organic phase was separated, dried over MgSO4, filtered and concentrated in vacuo to yield an oil (2.0 g)... The reactants are CO (methanol), [OH-].[Na+] (sodium hydroxide), BrC=1C=C(C=CC1)N1C=C(C(C2=CC=CN=C12)=O)C(=O)OCC (ethyl 1-(3-bromophenyl)-1,4-dihydro[1,8]naphthyridin-4-one-3-carboxylate). Solvent: O1CCCC1 (tetrahydrofuran), O (water), Cl (HCl). Reaction conditions: time 20 minute. Yields the product BrC=1C=C(C=CC1)N1C=C(C(C2=CC=CN=C12)=O)C(=O)O (1-(3-bromophenyl)-1,4-dihydro[1,8]naphthyridin-4-one-3-carboxylic acid). RXN SMILES: [Br:1][C:2]1[CH:3]=[C:4]([N:8]2[C:17]3[C:12](=[CH:13][CH:14]=[CH:15][N:16]=3)[C:11](=[O:18])[C:10]([C:19]([O:21]CC)=[O:20])=[CH:9]2)[CH:5]=[CH:6][CH:7]=1.CO.[OH-].[Na+]>O1CCCC1.O.Cl>[Br:1][C:2]1[CH:3]=[C:4]([N:8]2[C:17]3[C:12](=[CH:13][CH:14]=[CH:15][N:16]=3)[C:11](=[O:18])[C:10]([C:19]([OH:21])=[O:20])=[CH:9]2)[CH:5]=[CH:6][CH:7]=1 |f:2.3|. Procedure: A suspension of ethyl 1-(3-bromophenyl)-1,4-dihydro[1,8]naphthyridin-4-one-3-carboxylate from Step 2 (52.5 g, 140.7 mmol) in a mixture of tetrahydrofuran (400 mL), methanol (400 mL) and 1N aqueous sodium hydroxide (280 mL) was heated at ca 50° C. with stirring for 20 minutes. After cooling, the mixture was diluted with water (300 mL) and 1N aqueous HCl (325 mL) was added. After stirring for 45 minutes, the precipitate was filtered, washed well with water and dried to afford the 1-(3-bromophenyl)... The reactants are CC(C)(C)N, Cc1ccccc1, CCOC(=O)c1cc2cc(O)ccc2n1CC(F)(F)F, O=S(=O)(Cl)Cl. Product: CCOC(=O)c1cc2c(Cl)c(O)ccc2n1CC(F)(F)F. As a reaction SMILES: [C:21]([NH2:22])([CH3:23])([CH3:24])[CH3:25].[CH3:31][c:32]1[cH:33][cH:34][cH:35][cH:36][cH:37]1.[OH:1][c:2]1[cH:3][c:4]2[cH:5][c:6]([C:16](=[O:17])[O:18][CH2:19][CH3:20])[n:7]([CH2:11][C:12]([F:13])([F:14])[F:15])[c:8]2[cH:9][cH:10]1.[S:26]([Cl:27])(=[O:28])([Cl:29])=[O:30]>>[OH:1][c:2]1[c:3]([Cl:29])[c:4]2[cH:5][c:6]([C:16](=[O:17])[O:18][CH2:19][CH3:20])[n:7]([CH2:11][C:12]([F:13])([F:14])[F:15])[c:8]2[cH:9][cH:10]1. The reactants are CC1(C)C2CCC1(CS(=O)(=O)O)C(=O)C2, CC(C)O, CNC(=O)c1cccc(F)c1Nc1nc(Cl)ncc1Cl, ClCCl, Nc1ccc2c(c1)NC(=O)CCO2. Product: CNC(=O)c1cccc(F)c1Nc1nc(Nc2ccc3c(c2)NC(=O)CCO3)ncc1Cl. RXN SMILES: [C:34]12([CH2:35][S:36]([OH:37])(=[O:38])=[O:39])[C:40]([CH3:41])([CH3:42])[CH:43]([CH2:44][CH2:45]1)[CH2:46][C:47]2=[O:48].[CH:49]([OH:50])([CH3:51])[CH3:52].[Cl:14][c:15]1[n:16][cH:17][c:18]([Cl:33])[c:19]([NH:21][c:22]2[c:23]([C:24](=[O:25])[NH:26][CH3:27])[cH:28][cH:29][cH:30][c:31]2[F:32])[n:20]1.[Cl:53][CH2:54][Cl:55].[NH2:1][c:2]1[cH:3][cH:4][c:5]2[c:6]([cH:13]1)[NH:7][C:8](=[O:12])[CH2:9][CH2:10][O:11]2>>[NH:1]([c:2]1[cH:3][cH:4][c:5]2[c:6]([cH:13]1)[NH:7][C:8](=[O:12])[CH2:9][CH2:10][O:11]2)[c:15]1[n:16][cH:17][c:18]([Cl:33])[c:19]([NH:21][c:22]2[c:23]([C:24](=[O:25])[NH:26][CH3:27])[cH:28][cH:29][cH:30][c:31]2[F:32])[n:20]1.